From a dataset of the Open Reaction Database (ORD), a public repository of structured organic reaction records. describe an organic reaction: reactants, conditions, products, and yield Reactants: CS(=O)(=O)OCCC1=CC=C(C=C1)NC(=O)OC (4-[(methoxycarbonyl)amino]phenethyl methanesulfonate), OC1=CC=C(C=O)C=C1 (4-hydroxybenzaldehyde), C([O-])([O-])=O.[K+].[K+] (potassium carbonate). RXN SMILES: CS([O:5][CH2:6][CH2:7][C:8]1[CH:13]=[CH:12][C:11]([NH:14][C:15]([O:17][CH3:18])=[O:16])=[CH:10][CH:9]=1)(=O)=O.O[C:20]1[CH:27]=[CH:26][C:23]([CH:24]=[O:25])=[CH:22][CH:21]=1.C(=O)([O-])[O-].[K+].[K+]>C(#N)C>[CH:24]([C:23]1[CH:26]=[CH:27][C:20]([O:5][CH2:6][CH2:7][C:8]2[CH:13]=[CH:12][C:11]([NH:14][C:15](=[O:16])[O:17][CH3:18])=[CH:10][CH:9]=2)=[CH:21][CH:22]=1)=[O:25] |f:2.3.4|. Procedure details: 7 g (26 mmole) 4-[(methoxycarbonyl)amino]phenethyl methanesulfonate, 6.2 g (51 mmole) 4-hydroxybenzaldehyde and 7.05 g potassium carbonate in acetonitrile was refluxed for 3 h. The solvent was evaporated in vacuo, 1 M sodium hydroxide was added and the product was extracted with dichloromethane, washed with brine, dried and the solvent was evaporated. The reaction was not completed and therfore restarted with 3.1 g 4-hydroxybenzaldehyde and 3.5 g potassium carbonate in acetonitrile and refluxed ... Yield: 75.8%. Run in C(C)#N (acetonitrile). Yields the product C(=O)C1=CC=C(OCCC2=CC=C(C=C2)NC(OC)=O)C=C1 (methyl N-{4-[2-(4-formylphenoxy)ethyl]phenyl}carbamate). The reactants are C(C)OC=1C=C2C(=NC(=NC2=CC1O)N1CCOCC1)N1CCC(CC1)N1C(N(C2=CC=C(C=C2C1=O)C)C)=O (3-[1-(6-Ethoxy-7-hydroxy-2-morpholino-4-quinazolinyl)-4-piperidinyl]-1,2,3,4-tetrahydro-1,6-dimethyl-2,4-dioxoquinazoline), [H-].[Na+] (sodium hydride), [Cl-].[NH4+] (ammonium chloride), CI (methyl iodide). The solvent is CN(C)C=O (DMF). Product: C(C)OC=1C=C2C(=NC(=NC2=CC1OC)N1CCOCC1)N1CCC(CC1)N1C(N(C2=CC=C(C=C2C1=O)C)C)=O (3-[1-(6-Ethoxy-7-methoxy-2-morpholino-4-quinazolinyl)-4-piperidinyl]-1,2,3,4-tetrahydro-1,6-dimethyl-2,4-dioxoquinazoline). The yield is 49.1%. RXN SMILES: [CH2:1]([O:3][C:4]1[CH:5]=[C:6]2[C:11](=[CH:12][C:13]=1[OH:14])[N:10]=[C:9]([N:15]1[CH2:20][CH2:19][O:18][CH2:17][CH2:16]1)[N:8]=[C:7]2[N:21]1[CH2:26][CH2:25][CH:24]([N:27]2[C:36](=[O:37])[C:35]3[C:30](=[CH:31][CH:32]=[C:33]([CH3:38])[CH:34]=3)[N:29]([CH3:39])[C:28]2=[O:40])[CH2:23][CH2:22]1)[CH3:2].[H-].[Na+].[CH3:43]I.[Cl-].[NH4+]>CN(C=O)C>[CH2:1]([O:3][C:4]1[CH:5]=[C:6]2[C:11](=[CH:12][C:13]=1[O:14][CH3:43])[N:10]=[C:9]([N:15]1[CH2:20][CH2:19][O:18][CH2:17][CH2:16]1)[N:8]=[C:7]2[N:21]1[CH2:26][CH2:25][CH:24]([N:27]2[C:36](=[O:37])[C:35]3[C:30](=[CH:31][CH:32]=[C:33]([CH3:38])[CH:34]=3)[N:29]([CH3:39])[C:28]2=[O:40])[CH2:23][CH2:22]1)[CH3:2] |f:1.2,4.5|. Procedure details: In 2.2 ml of DMF was dissolved 335 mg (0.61 mmol) of Compound 47 obtained in Example 47, 25 mg (0.61 mmol) of 60% sodium hydride was added at ice-cooling, and stirred at ice-cooling for 20 minutes. 0.042 ml (0.67 mmol) of methyl iodide was added to the above reaction mixture and stirred at room tempareture for 2 hours. Saturated ammonium chloride solution was added and resulting precipitate was collected by filtration, washed with water, dried at heating, purified by silica gel column chromatogr... Starting materials: CN1C2=C(OCC1=O)C=CC(=C2)CN2N=CC(=C2)C(=O)OCC (Ethyl 1-((4-methyl-3-oxo-3,4-dihydro-2H-benzo[b][1,4]oxazin-6-yl)methyl)-1H-pyrazole-4-carboxylate). Run in CO (MeOH), [OH-].[Na+] (NaOH). Conditions: temperature 20 celsius, time 2 hour. The product is CN1C2=C(OCC1=O)C=CC(=C2)CN2N=CC(=C2)C(=O)O (1-((4-Methyl-3-oxo-3,4-dihydro-2H-benzo[b][1,4]oxazin-6-yl)methyl)-1H-pyrazole-4-carboxylic acid). As a reaction SMILES: [CH3:1][N:2]1[C:7](=[O:8])[CH2:6][O:5][C:4]2[CH:9]=[CH:10][C:11]([CH2:13][N:14]3[CH:18]=[C:17]([C:19]([O:21]CC)=[O:20])[CH:16]=[N:15]3)=[CH:12][C:3]1=2>CO.[OH-].[Na+]>[CH3:1][N:2]1[C:7](=[O:8])[CH2:6][O:5][C:4]2[CH:9]=[CH:10][C:11]([CH2:13][N:14]3[CH:18]=[C:17]([C:19]([OH:21])=[O:20])[CH:16]=[N:15]3)=[CH:12][C:3]1=2 |f:2.3|. Procedure: Ethyl 1-((4-methyl-3-oxo-3,4-dihydro-2H-benzo[b][1,4]oxazin-6-yl)methyl)-1H-pyrazole-4-carboxylate (780 mg, 0.618 mmol) was dissolved in a mixture of MeOH (5 ml) and 1N NaOH (5.00 ml). The reaction mixture was stirred for 2 hr at 20° C. and the MeOH was removed by evaporation under reduced pressure. The aqeuous phase was washed with AcOEt, then acidified with HCl and extracted with AcOEt. The organic layer was concentrated under reduced pressure to afford the title compound. HPLC (Method H) Rt=2... The reactants are ClC1=CC=C(C=C1)S(=O)(=O)NCC(CCCCC(=O)OC)C=1C=NC=CC1 (methyl 7-(p-chlorophenylsulfonamido)-6-(3-pyridyl)heptanoate). Solvent: CO (methanol), [OH-].[Na+] (sodium hydroxide). Product: Cl.ClC1=CC=C(C=C1)S(=O)(=O)NCC(CCCCC(=O)O)C=1C=NC=CC1 (7-(p-chlorophenylsulfonamido)-6-(3-pyridyl)-heptanoic acid hydrochloride). RXN SMILES: [Cl:1][C:2]1[CH:7]=[CH:6][C:5]([S:8]([NH:11][CH2:12][CH:13]([C:22]2[CH:23]=[N:24][CH:25]=[CH:26][CH:27]=2)[CH2:14][CH2:15][CH2:16][CH2:17][C:18]([O:20]C)=[O:19])(=[O:10])=[O:9])=[CH:4][CH:3]=1>CO.[OH-].[Na+]>[ClH:1].[Cl:1][C:2]1[CH:7]=[CH:6][C:5]([S:8]([NH:11][CH2:12][CH:13]([C:22]2[CH:23]=[N:24][CH:25]=[CH:26][CH:27]=2)[CH2:14][CH2:15][CH2:16][CH2:17][C:18]([OH:20])=[O:19])(=[O:9])=[O:10])=[CH:4][CH:3]=1 |f:2.3,4.5|. Procedure: A solution of 8 g of methyl 7-(p-chlorophenylsulfonamido)-6-(3-pyridyl)heptanoate in 100 ml of methanol and 100 ml of 1N aqueous sodium hydroxide is stirred at room temperature for 24 h, then evaporated to remove the methanol and acidified with 1N hydrochloric acid. The mixture is then extracted with ethyl acetate, the extract is dried over magnesium sulfate, filtered and evaporated, and the residue is treated with a saturated solution of HCl gas in ethyl acetate to yield 7-(p-chlorophenylsulfon...